From a dataset of the Open Reaction Database (ORD), a public repository of structured organic reaction records. describe an organic reaction: reactants, conditions, products, and yield The product is CCOC(=O)C(=O)Nc1cc([N+](=O)[O-])c2ccccc2c1NC(=O)C(=O)OCC. Reactants: CCOC(=O)C(=O)Nc1ccc2ccccc2c1NC(=O)C(=O)OCC, CC(=O)O, O=[N+]([O-])O. As a reaction SMILES: [C:1](=[O:2])([C:3](=[O:4])[O:5][CH2:6][CH3:7])[NH:8][c:9]1[c:10]([NH:19][C:20](=[O:21])[C:22](=[O:23])[O:24][CH2:25][CH3:26])[cH:11][cH:12][c:13]2[cH:14][cH:15][cH:16][cH:17][c:18]12.[CH3:31][C:32](=[O:33])[OH:34].[OH:27][N+:28]([O-:29])=[O:30]>>[C:1](=[O:2])([C:3](=[O:4])[O:5][CH2:6][CH3:7])[NH:8][c:9]1[c:10]([NH:19][C:20](=[O:21])[C:22](=[O:23])[O:24][CH2:25][CH3:26])[cH:11][c:12]([N+:28](=[O:27])[O-:29])[c:13]2[cH:14][cH:15][cH:16][cH:17][c:18]12. The reactants are COC(=O)C(Br)CC(C)C, OC(c1ccncc1)c1ccc(Br)cc1. Yields the product COC(=O)C(CC(C)C)OC(c1ccncc1)c1ccc(Br)cc1. Reaction SMILES: [Br:16][CH:17]([C:18](=[O:19])[O:20][CH3:21])[CH2:22][CH:23]([CH3:24])[CH3:25].[Br:1][c:2]1[cH:3][cH:4][c:5]([CH:8]([OH:9])[c:10]2[cH:11][cH:12][n:13][cH:14][cH:15]2)[cH:6][cH:7]1>>[Br:1][c:2]1[cH:3][cH:4][c:5]([CH:8]([O:9][CH:17]([C:18](=[O:19])[O:20][CH3:21])[CH2:22][CH:23]([CH3:24])[CH3:25])[c:10]2[cH:11][cH:12][n:13][cH:14][cH:15]2)[cH:6][cH:7]1.